Task: describe an organic reaction: reactants, conditions, products, and yield. Dataset: the Open Reaction Database (ORD), a public repository of structured organic reaction records Reactants: Oc1ccc(-c2cc3cc(O)cc(CBr)c3o2)cc1, CN(C)C=O, O, c1c[nH]cn1. Yields the product Oc1ccc(-c2cc3cc(O)cc(Cn4ccnc4)c3o2)cc1. As a reaction SMILES: [Br:1][CH2:2][c:3]1[cH:4][c:5]([OH:19])[cH:6][c:7]2[cH:8][c:9](-[c:12]3[cH:13][cH:14][c:15]([OH:18])[cH:16][cH:17]3)[o:10][c:11]12.[O:26]=[CH:27][N:28]([CH3:29])[CH3:30].[OH2:25].[nH:20]1[cH:21][n:22][cH:23][cH:24]1>>[CH2:2]([c:3]1[cH:4][c:5]([OH:19])[cH:6][c:7]2[cH:8][c:9](-[c:12]3[cH:13][cH:14][c:15]([OH:18])[cH:16][cH:17]3)[o:10][c:11]12)[n:20]1[cH:21][n:22][cH:23][cH:24]1. Reactants: O=c1cc(OCc2ccccc2)ccn1CC1CC1, CC(=O)O, O=C1CCC(=O)N1I. Yields the product O=c1c(I)c(OCc2ccccc2)ccn1CC1CC1. As a reaction SMILES: [CH2:9]([c:10]1[cH:11][cH:12][cH:13][cH:14][cH:15]1)[O:16][c:17]1[cH:18][c:19](=[O:27])[n:20]([CH2:23][CH:24]2[CH2:25][CH2:26]2)[cH:21][cH:22]1.[CH3:28][C:29](=[O:30])[OH:31].[I:1][N:2]1[C:3](=[O:4])[CH2:5][CH2:6][C:7]1=[O:8]>>[I:1][c:18]1[c:17]([O:16][CH2:9][c:10]2[cH:11][cH:12][cH:13][cH:14][cH:15]2)[cH:22][cH:21][n:20]([CH2:23][CH:24]2[CH2:25][CH2:26]2)[c:19]1=[O:27].